Dataset: the Open Reaction Database (ORD), a public repository of structured organic reaction records. Task: describe an organic reaction: reactants, conditions, products, and yield The reactants are ClC1=C(C(=O)NC2=CC(=NN2C2=CC=CC=C2)C(=O)O)C=C(C=C1)C1=NC=CC=C1F (5-(2-chloro-5-(3-fluoropyridin-2-yl)benzamido)-1-phenyl-1H-pyrazole-3-carboxylic acid), C(C1=CC=CC=C1)N1C[C@H](OCC1)CN ((R)-(4-benzylmorpholin-2-yl)methanamine). Yields the product ClC1=C(C(=O)NC2=CC(=NN2C2=CC=CC=C2)C(=O)NC[C@@H]2CNCCO2)C=C(C=C1)C1=NC=CC=C1F ((S)-5-(2-chloro-5-(3-fluoropyridin-2-yl)benzamido)-N-(morpholin-2-ylmethyl)-1-phenyl-1H-pyrazole-3-carboxamide). RXN SMILES: [Cl:1][C:2]1[CH:24]=[CH:23][C:22]([C:25]2[C:30]([F:31])=[CH:29][CH:28]=[CH:27][N:26]=2)=[CH:21][C:3]=1[C:4]([NH:6][C:7]1[N:11]([C:12]2[CH:17]=[CH:16][CH:15]=[CH:14][CH:13]=2)[N:10]=[C:9]([C:18](O)=[O:19])[CH:8]=1)=[O:5].C([N:39]1[CH2:44][CH2:43][O:42][C@H:41]([CH2:45][NH2:46])[CH2:40]1)C1C=CC=CC=1>>[Cl:1][C:2]1[CH:24]=[CH:23][C:22]([C:25]2[C:30]([F:31])=[CH:29][CH:28]=[CH:27][N:26]=2)=[CH:21][C:3]=1[C:4]([NH:6][C:7]1[N:11]([C:12]2[CH:17]=[CH:16][CH:15]=[CH:14][CH:13]=2)[N:10]=[C:9]([C:18]([NH:46][CH2:45][C@H:41]2[O:42][CH2:43][CH2:44][NH:39][CH2:40]2)=[O:19])[CH:8]=1)=[O:5]. Procedure: The title compound was prepared according to the method described for Example 52 using 5-(2-chloro-5-(3-fluoropyridin-2-yl)benzamido)-1-phenyl-1H-pyrazole-3-carboxylic acid (Example 105) and (R)-(4-benzylmorpholin-2-yl)methanamine. Procedure: The hydrogenation of 2.8 g of 1,2,3,4-tetrahydro-6-phenylmethoxy -9-[(4-fluorophenyl)methyl]-9H-dibenzo[b,d]pyrrole from Example 77 was carried out by using the procedure described in Example 86 except that 1:1 tetrahydrofuran-absolute ethyl alcohol was used instead of 1:1 ethyl acetate-absolute ethyl alcohol mixture as a solvent. The crude 5,6,7,8-tetrahydro-9-[(3-fluorophenyl)methyl]-9H-dibenzo[b,d]pyrrol-3-ol was used without further purification. Reaction SMILES: C1(CO[C:9]2[CH:10]=[CH:11][CH:12]([CH2:22][C:23]3[CH:28]=[CH:27][C:26]([F:29])=[CH:25][CH:24]=3)[C:13]3[C:17]=2[N:16]=[C:15]2CCCC[C:14]=32)C=CC=CC=1.[O:30]1[CH2:34][CH2:33][CH2:32][CH2:31]1>C(OCC)(=O)C>[F:29][C:26]1[CH:25]=[CH:24][C:23]([CH2:22][CH:12]2[C:13]3[C:31]4[CH:32]=[CH:33][C:34]([OH:30])=[CH:14][C:15]=4[NH:16][C:17]=3[CH2:9][CH2:10][CH2:11]2)=[CH:28][CH:27]=1. Solvent: C(C)(=O)OCC (ethyl acetate). The reactants are C1(=CC=CC=C1)COC=1C=CC(C2=C3C(=NC21)CCCC3)CC3=CC=C(C=C3)F (1,2,3,4-tetrahydro-6-(phenylmethoxy)-9-[(4-fluorophenyl)methyl]-9H-dibenzo[b,d]pyrrole), O1CCCC1 (tetrahydrofuran). Yields the product FC1=CC=C(C=C1)CC1CCCC2=C1C1=C(N2)C=C(C=C1)O (5,6,7,8-tetrahydro-9-[(4-fluorophenyl)methyl]-9H-dibenzo[b,d]pyrrol-3-ol). The reactants are [N+](=O)([O-])C=1C=C(C=NCCCC)C=CC1 (N-(3-nitrobenzylidene)-1-butanamine), [N+](=O)([O-])CC(C)=O (1-nitro-2-propanone). Solvent: C(C)(=O)OC(C)=O (acetic anhydride). Reaction conditions: time 5 hour. Yields the product [N+](=O)([O-])C=1C=C(C=CC1)C=C(C(C)=O)[N+](=O)[O-] (4-(3-nitrophenyl)-3-nitro-3-buten-2-one). The yield is 27.1%. As a reaction SMILES: [N+:1]([C:4]1[CH:5]=[C:6]([CH:13]=[CH:14][CH:15]=1)[CH:7]=NCCCC)([O-:3])=[O:2].[N+:16]([CH2:19][C:20](=[O:22])[CH3:21])([O-:18])=[O:17]>C(OC(=O)C)(=O)C>[N+:1]([C:4]1[CH:5]=[C:6]([CH:7]=[C:19]([N+:16]([O-:18])=[O:17])[C:20](=[O:22])[CH3:21])[CH:13]=[CH:14][CH:15]=1)([O-:3])=[O:2]. Procedure details: To a solution of 28.6 g (0.39 mole) of the butanamine in 75 mL of acetic anhydride was added 15 g of 1-nitro-2-propanone. A white precipitate formed almost at once. The mixture was warmed gently until the solid dissolved, cooled, stirred for five hours, carefully poured onto water and extracted with ether. The organic layer was separated, washed with water, dried over anhydrous magnesium sulfate and the solvent removed under reduced pressure. After storage at 0° C. overnight, the residue had cry...